describe an organic reaction: reactants, conditions, products, and yield From a dataset of the Open Reaction Database (ORD), a public repository of structured organic reaction records. Reactants: FC=1C=C2C(=C(C(NC2=CC1)(O)Cl)O)Cl (6-Fluoro-2,4-dichloroquinolinediol), ClC=1C=C(N)C=CC1Cl (3,4-dichloroaniline), Cl (HCl), O1CCOCC1 (dioxane). Yields the product FC=1C=C2C(=CC(=NC2=CC1)O)NC1=CC(=C(C=C1)Cl)Cl (6-Fluoro-4-(3,4-dichlorophenyl)amino-2-hydroxyquinoline). Yield: 47.4%. As a reaction SMILES: [F:1][C:2]1[CH:3]=[C:4]2[C:9](=[CH:10][CH:11]=1)[NH:8][C:7](Cl)([OH:12])[C:6](O)=[C:5]2Cl.[Cl:16][C:17]1[CH:18]=[C:19]([CH:21]=[CH:22][C:23]=1[Cl:24])[NH2:20].Cl.O1CCOCC1>>[F:1][C:2]1[CH:3]=[C:4]2[C:9](=[CH:10][CH:11]=1)[N:8]=[C:7]([OH:12])[CH:6]=[C:5]2[NH:20][C:19]1[CH:21]=[CH:22][C:23]([Cl:24])=[C:17]([Cl:16])[CH:18]=1. Reported procedure: Prepared using general procedure 1; 6-Fluoro-2,4-dichloroquinolinediol (2.5 g, 13.95 mmol), 3,4-dichloroaniline (4.5 g, 27.91 mmol), 5 mL of 4 M HCl in dioxane (20 mmol) were irradiated to 180° C. (400 W max) for 40 min. Pouring onto methanol followed by collection of the solids, afforded 2.136 g of material (6.61 mmol, 47%). 1H NMR (300 MHz, DMSO): 11.48(s, 2H), 8.74(s, 1H), 7.92(dd, 1H, J=10.70, 2.60 Hz), 7.65(d, 1H, J=8.88 Hz), 7.56(d, 1H, J=2.42 Hz), 7.49(d, 1H), 7.33(m, 2H), 5.89(s, 1H). The reactants are FC(C1=CC=C(C=C1)B(O)O)(F)F (4-trifluoromethylbenzeneboronic acid), BrC1=CC=C(O1)C(C)=O (5-bromo-2-acetylfuran). The product is FC(C1=CC=C(C=C1)C1=CC=C(O1)C(C)=O)(F)F (1-(5-(4-(Trifluoromethyl)phenyl)fur-2-yl)ethanone). RXN SMILES: [F:1][C:2]([F:13])([F:12])[C:3]1[CH:8]=[CH:7][C:6](B(O)O)=[CH:5][CH:4]=1.Br[C:15]1[O:19][C:18]([C:20](=[O:22])[CH3:21])=[CH:17][CH:16]=1>>[F:1][C:2]([F:13])([F:12])[C:3]1[CH:8]=[CH:7][C:6]([C:15]2[O:19][C:18]([C:20](=[O:22])[CH3:21])=[CH:17][CH:16]=2)=[CH:5][CH:4]=1. Procedure details: 1-(5-(4-(Trifluoromethyl)phenyl)fur-2-yl)ethanone is prepared from 4-trifluoromethylbenzeneboronic acid and 5-bromo-2-acetylfuran according to general procedure A. Starting materials: N[C@@H](C(=O)O)CC1CC1 ((R)-2-amino-3-cyclopropylpropanoic acid), [OH-].[Na+] (NaOH), C(OC(C)(C)C)(OC(C)(C)C)=O (Di-tert-butyl carbonate). Run in C(C)O (Ethanol), O (water), C1CCOC1 (THF), O (water). Conditions: time 15 hour. Product: C(C)(C)(C)OC(=O)N[C@@H](C(=O)O)CC1CC1 ((R)-2-(tert-butoxycarbonylamino)-3-cyclopropylpropanoic acid). Yield: 56.3%. Reaction SMILES: [NH2:1][C@H:2]([CH2:6][CH:7]1[CH2:9][CH2:8]1)[C:3]([OH:5])=[O:4].[OH-].[Na+].[C:12](=O)([O:18]C(C)(C)C)[O:13][C:14]([CH3:17])([CH3:16])[CH3:15]>C(O)C.O.C1COCC1>[C:14]([O:13][C:12]([NH:1][C@H:2]([CH2:6][CH:7]1[CH2:9][CH2:8]1)[C:3]([OH:5])=[O:4])=[O:18])([CH3:17])([CH3:16])[CH3:15] |f:1.2|. Procedure: To a solution of (R)-2-amino-3-cyclopropylpropanoic acid (1.0 g, 7.7.4 mmol) in Ethanol (15 mL) and water (8 mL) was added 1N NaOH (10 mL) and Di-tert-butyl carbonate (1.86 g, 8.52 mmol) in THF (8 mL). After stirring at room temperature for 15 h, the solution was diluted with water, extracted with ether, the aqueous layer was separated and was acidified to pH 2 with conc. HCl, the aqueous layer was extracted with EtOAc, organic layer was separated, washed with brine, dried and concentrated to gi...